Dataset: the Open Reaction Database (ORD), a public repository of structured organic reaction records. Task: describe an organic reaction: reactants, conditions, products, and yield The reactants are CC1=NC=CC(=C1)C(C)(C)C (2-methyl-4-tert-butyl-pyridine), OO (hydrogen peroxide). The reagents and catalysts are C[Re](=O)(=O)=O (methyltrioxorhenium (VII)), [O-2].[O-2].[Mn+4] (manganese dioxide). Run in ClCCl (dichloromethane). Run at time 18 hour. Yields the product C(C)(C)(C)C1=CC(=[N+](C=C1)[O-])C (4-tert-Butyl-2-methyl-pyridine 1-oxide). Reaction SMILES: [CH3:1][C:2]1[CH:7]=[C:6]([C:8]([CH3:11])([CH3:10])[CH3:9])[CH:5]=[CH:4][N:3]=1.[OH:12]O>ClCCl.C[Re](=O)(=O)=O.[O-2].[O-2].[Mn+4]>[C:8]([C:6]1[CH:5]=[CH:4][N+:3]([O-:12])=[C:2]([CH3:1])[CH:7]=1)([CH3:11])([CH3:10])[CH3:9] |f:4.5.6|. Reported procedure: Dissolve 2-methyl-4-tert-butyl-pyridine (16.60 g, 111.23 mmol) in dichloromethane (80 mL) and add methyltrioxorhenium (VII) (0.139 g, 0.56 mmol) with vigorous stirring. At ambient temperature, add 30% hydrogen peroxide (40 mL) and stir vigorously for 18 hours. Quench the reaction by adding drop wise aqueous manganese dioxide (100 mg in 20 mL). After the off-gassing ceases, the aqueous turns a cloudy gray, the layers are separated and the aqueous is re-extracted with dichloromethane (3×100 mL). T... Reactants: C(C)C1=C2C(C=C(NC2=CC=C1)C(=O)OC)=O (methyl 5-ethyl-4-oxo-1,4-dihydroquinoline-2-carboxylate), [OH-].[Na+] (sodium hydroxide). Product: C(C)C1=C2C(C=C(NC2=CC=C1)C(=O)O)=O (5-ethyl-4-oxo-1,4-dihydroquinoline-2-carboxylic acid). The yield is 59.3%. RXN SMILES: [CH2:1]([C:3]1[CH:12]=[CH:11][CH:10]=[C:9]2[C:4]=1[C:5](=[O:17])[CH:6]=[C:7]([C:13]([O:15]C)=[O:14])[NH:8]2)[CH3:2].[OH-].[Na+]>>[CH2:1]([C:3]1[CH:12]=[CH:11][CH:10]=[C:9]2[C:4]=1[C:5](=[O:17])[CH:6]=[C:7]([C:13]([OH:15])=[O:14])[NH:8]2)[CH3:2] |f:1.2|. Procedure: Treatment of methyl 5-ethyl-4-oxo-1,4-dihydroquinoline-2-carboxylate (0.61 g) with sodium hydroxide (0.42 g), as described in Example 1c, gave 5-ethyl-4-oxo-1,4-dihydroquinoline-2-carboxylic acid (0.34 g), m.p. 272°-273° C., δ (360 MHz, NAOD) 1.22 (3H, t, CH3), 3.41 (2H, q, CH2), 6.65 (1H, s. 3-H), 7.18 (1H, d, 6-H), 7.54 (1H, t, 7-H), 7.68 (1H, d, 8-H), 11.94 (1H, s, NH), (Found: C, 65.97; H, 4.86; N, 6.72%, C12H11NO3 requires C, 66.35; H, 5.10; N, 6.45%). The reactants are ClC=1C=C(C=NC1)OC(C(=O)NC(C)(C#CC)C)CC (2-(5-chloro-3-pyridyloxy)-N-(2-methylpent-3-yn-2-yl)butyramide), [H-].[Na+] (sodium hydride), CI (methyl iodide). Solvent: O1CCCC1 (tetrahydrofuran), O1CCCC1 (tetrahydrofuran), O (water). Run at time 0.75 hour. Yields the product ClC=1C=C(C=NC1)OC(C(=O)N(C(C)(C#CC)C)C)CC (2-(5-chloro-3-pyridyloxy)-N-methyl-N-(2-methylpent-3-yn-2-yl)butyramide). RXN SMILES: [Cl:1][C:2]1[CH:3]=[C:4]([O:8][CH:9]([CH2:19][CH3:20])[C:10]([NH:12][C:13]([CH3:18])([C:15]#[C:16][CH3:17])[CH3:14])=[O:11])[CH:5]=[N:6][CH:7]=1.[H-].[Na+].[CH3:23]I>O1CCCC1.O>[Cl:1][C:2]1[CH:3]=[C:4]([O:8][CH:9]([CH2:19][CH3:20])[C:10]([N:12]([CH3:23])[C:13]([CH3:14])([C:15]#[C:16][CH3:17])[CH3:18])=[O:11])[CH:5]=[N:6][CH:7]=1 |f:1.2|. Procedure: To a solution of 2-(5-chloro-3-pyridyloxy)-N-(2-methylpent-3-yn-2-yl)butyramide (0.10 g; prepared as described in Example 1) in dry tetrahydrofuran (9 ml) was added sodium hydride (0.011 g) at ambient temperature under an atmosphere of nitrogen. The mixture was stirred for 0.75 hours, a solution of methyl iodide (0.023 ml) in dry tetrahydrofuran was added then the reaction mixture stirred for a further 0.5 hours at ambient temperature. The reaction was diluted with water, extracted with ethyl ac... Product: CN1CC(=NC=C1)CC(C(CO)O)=S(=O)=O (1-methyl-3-(2-sulfonyl-3,4-dihydroxybutyl)pyrazine). Reactants: [Na].S(=O)(=O)=C(CC1=NC=CN=C1)C(CO)O (2-(2-sulfonyl-3,4-dihydroxybutyl) pyrazine sodium salt), CI (methyl iodide), O (water). Procedure: 1.2 g of 2-(2-sulfonyl-3,4-dihydroxybutyl) pyrazine sodium salt (4106 and 4107) was added to a solution of 10 ml of methyl iodide in 25 ml of methanol. 2 ml of water were added and the mixture was refluxed for 5 days. It was then concentrated, taken up in 100 ml of water and washed with methylene chloride. The aqueous layer was concentrated and the residue chromatographed (Biogel P-2/water) giving 1.1 g of 1-methyl-3-(2-sulfonyl-3,4-dihydroxybutyl)pyrazine (4100) as a mixture of diastereoisomers... Solvent: CO (methanol). Reaction SMILES: [Na].[S:2](=[C:5]([CH:13]([OH:16])[CH2:14][OH:15])[CH2:6][C:7]1[CH:12]=[N:11][CH:10]=[CH:9][N:8]=1)(=[O:4])=[O:3].[CH3:17]I.O>CO>[CH3:17][N:11]1[CH:10]=[CH:9][N:8]=[C:7]([CH2:6][C:5](=[S:2](=[O:3])=[O:4])[CH:13]([OH:16])[CH2:14][OH:15])[CH2:12]1 |f:0.1,^1:0|. Reactants: CC=1N=C(SC1C(=O)OCC)N1C=NN(C1=O)CC1=CC=C(C=C1)C(F)(F)F (ethyl 4-methyl-2-(5-oxo-1-(4-(trifluoromethyl)benzyl)-1H-1,2,4-triazol-4(5H)-yl)thiazole-5-carboxylate), CC=1N=C(SC1C(=O)OCC)N1C=NN(C1=O)CCCC(F)(F)F (ethyl 4-methyl-2-(5-oxo-1-(4,4,4-trifluorobutyl)-1H-1,2,4-triazol-4(5H)-yl)thiazole-5-carboxylate). Product: CC=1N=C(SC1C(=O)O)N1C=NN(C1=O)CCCC(F)(F)F (4-methyl-2-(5-oxo-1-(4,4,4-trifluorobutyl)-1H-1,2,4-triazol-4(5H)-yl)thiazole-5-carboxylic acid). The yield is 84.0%. As a reaction SMILES: CC1N=C(N2C(=O)N(CC3C=CC(C(F)(F)F)=CC=3)N=C2)SC=1C(OCC)=O.[CH3:29][C:30]1[N:31]=[C:32]([N:40]2[C:44](=[O:45])[N:43]([CH2:46][CH2:47][CH2:48][C:49]([F:52])([F:51])[F:50])[N:42]=[CH:41]2)[S:33][C:34]=1[C:35]([O:37]CC)=[O:36]>>[CH3:29][C:30]1[N:31]=[C:32]([N:40]2[C:44](=[O:45])[N:43]([CH2:46][CH2:47][CH2:48][C:49]([F:52])([F:51])[F:50])[N:42]=[CH:41]2)[S:33][C:34]=1[C:35]([OH:37])=[O:36]. Procedure details: Following the procedure as described in Example 20, making variation as required to replace ethyl 4-methyl-2-(5-oxo-1-(4-(trifluoromethyl)benzyl)-1H-1,2,4-triazol-4(5H)-yl)thiazole-5-carboxylate with ethyl 4-methyl-2-(5-oxo-1-(4,4,4-trifluorobutyl)-1H-1,2,4-triazol-4(5H)-yl)thiazole-5-carboxylate, the title compound was obtained as a white solid in 84% yield: MS (ES−) m/z 335.2 (M−1). The reactants are C(=O)(Cl)Cl (phosgene), NC=1SC2=C(N1)C=CC=C2Br (2-Amino-7-bromobenzothiazole). The solvent is C(C)(=O)OCC (ethyl acetate). The product is BrC1=CC=CC=2N=C(SC21)N=C=O (7-bromobenzothiazol-2-yl isocyanate). Reaction SMILES: [C:1](Cl)(Cl)=[O:2].[NH2:5][C:6]1[S:7][C:8]2[C:14]([Br:15])=[CH:13][CH:12]=[CH:11][C:9]=2[N:10]=1>C(OCC)(=O)C>[Br:15][C:14]1[C:8]2[S:7][C:6]([N:5]=[C:1]=[O:2])=[N:10][C:9]=2[CH:11]=[CH:12][CH:13]=1. Procedure details: A saturated solution of phosgene in ethyl acetate (200 ml) is charged into a glass reaction vessel equipped with a mechanical stirrer, thermometer and reflux condenser. 2-Amino-7-bromobenzothiazole (0.1 mole) is added with stirring. After this time the mixture is cooled, and the solid product formed is recovered by filtration. The solid is then dried to yield the desired product 7-bromobenzothiazol-2-yl isocyanate dimer. The reactants are C(C1=CC=CC=C1)N1N=C(C(=C1)C(O)C1CCCCC1)C ((1-benzyl-3-methyl-1H-pyrazol-4-yl)(cyclohexyl)methanol), NC1=CC=C(C=C1)C(=O)NCCC(=O)OCC (ethyl 3-{[(4-aminophenyl)carbonyl]amino}propanoate). Yields the product C(C1=CC=CC=C1)N1N=C(C(=C1)C(C1CCCCC1)NC1=CC=C(C=C1)C(=O)NCCC(=O)O)C (3-{[(4-{[(1-benzyl-3-methyl-1H-pyrazol-4-yl)(cyclohexyl)methyl]amino}phenyl)carbonyl]amino}propanoic acid). The yield is 2.3%. RXN SMILES: [CH2:1]([N:8]1[CH:12]=[C:11]([CH:13]([CH:15]2[CH2:20][CH2:19][CH2:18][CH2:17][CH2:16]2)O)[C:10]([CH3:21])=[N:9]1)[C:2]1[CH:7]=[CH:6][CH:5]=[CH:4][CH:3]=1.[NH2:22][C:23]1[CH:28]=[CH:27][C:26]([C:29]([NH:31][CH2:32][CH2:33][C:34]([O:36]CC)=[O:35])=[O:30])=[CH:25][CH:24]=1>>[CH2:1]([N:8]1[CH:12]=[C:11]([CH:13]([NH:22][C:23]2[CH:24]=[CH:25][C:26]([C:29]([NH:31][CH2:32][CH2:33][C:34]([OH:36])=[O:35])=[O:30])=[CH:27][CH:28]=2)[CH:15]2[CH2:20][CH2:19][CH2:18][CH2:17][CH2:16]2)[C:10]([CH3:21])=[N:9]1)[C:2]1[CH:7]=[CH:6][CH:5]=[CH:4][CH:3]=1. Procedure: Using (1-benzyl-3-methyl-1H-pyrazol-4-yl)(cyclohexyl)methanol (1.0 g) synthesized above and ethyl 3-{[(4-aminophenyl)carbonyl]amino}propanoate (0.62 g) synthesized in Example 1(2) and in the same manner as in Example 1(7), the title object compound (28.6 mg, 4%) was obtained as a white solid.